Dataset: the Open Reaction Database (ORD), a public repository of structured organic reaction records. Task: describe an organic reaction: reactants, conditions, products, and yield The reactants are COc1ccc(CN)cc1, CCO, C=CCC(=O)c1cccnc1Cl, CC=CC(=O)c1cccnc1Cl. Product: COc1ccc(CN2c3ncccc3C(=O)CC2C)cc1. Reaction SMILES: [CH3:25][O:26][c:27]1[cH:28][cH:29][c:30]([CH2:31][NH2:32])[cH:33][cH:34]1.[CH3:35][CH2:36][OH:37].[Cl:13][c:14]1[c:15]([C:16](=[O:17])[CH2:18][CH:19]=[CH2:20])[cH:21][cH:22][cH:23][n:24]1.[Cl:1][c:2]1[n:3][cH:4][cH:5][cH:6][c:7]1[C:8]([CH:9]=[CH:10][CH3:11])=[O:12]>>[c:2]12[n:3][cH:4][cH:5][cH:6][c:7]1[C:8](=[O:12])[CH2:9][CH:10]([CH3:11])[N:32]2[CH2:31][c:30]1[cH:29][cH:28][c:27]([O:26][CH3:25])[cH:34][cH:33]1. Starting materials: CC(C(C)=O)(C)SC#N (3-methyl-3-thiocyanato-2-butanone), Cl.NO (hydroxylamine hydrochloride), solution, C([O-])(O)=O.[Na+] (sodium bicarbonate). Product: N(O)=C1SC(C(=N1)C)(C)C (2-oxo-4,5,5-trimethyl-3-thiazoline oxime). Conditions: time 1 hour. Reaction SMILES: Cl.[NH2:2][OH:3].C(=O)(O)[O-].[Na+].[CH3:9][C:10]([S:15][C:16]#[N:17])([CH3:14])[C:11](=O)[CH3:12]>O.C(O)C>[N:2](=[C:16]1[N:17]=[C:11]([CH3:12])[C:10]([CH3:14])([CH3:9])[S:15]1)[OH:3] |f:0.1,2.3|. Procedure details: 8.3 g (0.12 mol) of hydroxylamine hydrochloride are dissolved in 50 ml of water and treated with 10.1 g (0.12 mol) of sodium bicarbonate. This solution (pH 6-7) is added at room temperature while stirring to a solution of 14.3 g (0.1 mol) of 3-methyl-3-thiocyanato-2-butanone in 100 ml of ethanol. The temperature of the mixture rises rapidly to 37° C. The mixture is subsequently stirred for an additional 1 hour and 120 mlof the solvent are distilled off at 50° C. under reduced pressure. The resid... Solvent: C(C)O (ethanol), O (water). Starting materials: C1(=CC=CC=C1)C1=CC(=C(O1)C(F)(F)F)C(=O)Cl (5-phenyl-2-trifluoromethyl-furan-3-carbonyl chloride), FC(C=1C=C(C=C(C1)C(F)(F)F)N)(F)F (3,5-bis-trifluoromethyl-phenylamine), C(C)(C)N(C(C)C)CC (N,N-diisopropylethylamine), Cl (HCl), C(=O)(O)[O-].[Na+] (NaHCO3). The product is FC(C=1C=C(C=C(C1)C(F)(F)F)NC(=O)C1=C(OC(=C1)C1=CC=CC=C1)C(F)(F)F)(F)F (5-Phenyl-2-trifluoromethyl-furan-3-carboxylic acid (3,5-bis-trifluoromethyl-phenyl)-amide). Conditions: time 1 day. As a reaction SMILES: [C:1]1([C:7]2[O:11][C:10]([C:12]([F:15])([F:14])[F:13])=[C:9]([C:16](Cl)=[O:17])[CH:8]=2)[CH:6]=[CH:5][CH:4]=[CH:3][CH:2]=1.[F:19][C:20]([F:33])([F:32])[C:21]1[CH:22]=[C:23]([NH2:31])[CH:24]=[C:25]([C:27]([F:30])([F:29])[F:28])[CH:26]=1.C(N(CC)C(C)C)(C)C.Cl.C([O-])(O)=O.[Na+]>ClCCl>[F:19][C:20]([F:32])([F:33])[C:21]1[CH:22]=[C:23]([NH:31][C:16]([C:9]2[CH:8]=[C:7]([C:1]3[CH:6]=[CH:5][CH:4]=[CH:3][CH:2]=3)[O:11][C:10]=2[C:12]([F:15])([F:14])[F:13])=[O:17])[CH:24]=[C:25]([C:27]([F:28])([F:30])[F:29])[CH:26]=1 |f:4.5|. Yield: 92.1%. Solvent: ClCCl (dichloromethane). Procedure details: An excess of 5-phenyl-2-trifluoromethyl-furan-3-carbonyl chloride (1 g, 3.6 mmol) was added to a solution of 3,5-bis-trifluoromethyl-phenylamine (0.758 g, 3.3 mmol) and N,N-diisopropylethylamine (0.58 mL) in dichloromethane (50 mL). After stirring at room temperature for 1 day, the reaction underwent an aqueous acidic (dilute HCl, 2×30 mL) and basic (dilute NaHCO3, 2×30 mL) workup followed by washing with brine (saturated NaCl, 2×30 mL), drying over MgSO4, and concentration. The crude compound w... The reactants are COC1=CC=C(C=C1)C=1C=C(C=CC(=O)NC2=CC=C(CN3CCCCC3)C=C2)C=CC1 (1-(4-(3-(4-methoxyphenyl)cinnamoyl-amino)benzyl)piperidine), CI (methyl iodide). The solvent is CN(C=O)C (dimethylformamide). The product is [I-].C[N+]1(CCCCC1)CC1=CC=C(C=C1)NC(C=CC1=CC(=CC=C1)C1=CC=C(C=C1)OC)=O (1-methyl-1-(4-(3-(4-methoxyphenyl)cinnamoylamino)-benzyl)piperidinium iodide). Reaction SMILES: [CH3:1][O:2][C:3]1[CH:8]=[CH:7][C:6]([C:9]2[CH:10]=[C:11]([CH:30]=[CH:31][CH:32]=2)[CH:12]=[CH:13][C:14]([NH:16][C:17]2[CH:29]=[CH:28][C:20]([CH2:21][N:22]3[CH2:27][CH2:26][CH2:25][CH2:24][CH2:23]3)=[CH:19][CH:18]=2)=[O:15])=[CH:5][CH:4]=1.[CH3:33][I:34]>CN(C)C=O>[I-:34].[CH3:33][N+:22]1([CH2:21][C:20]2[CH:28]=[CH:29][C:17]([NH:16][C:14](=[O:15])[CH:13]=[CH:12][C:11]3[CH:30]=[CH:31][CH:32]=[C:9]([C:6]4[CH:5]=[CH:4][C:3]([O:2][CH3:1])=[CH:8][CH:7]=4)[CH:10]=3)=[CH:18][CH:19]=2)[CH2:23][CH2:24][CH2:25][CH2:26][CH2:27]1 |f:3.4|. Procedure details: A solution of 1-(4-(3-(4-methoxyphenyl)cinnamoyl-amino)benzyl)piperidine (0.32g) and methyl iodide (0.2ml) in dimethylformamide (5ml) was stirred at room temperature over night. The solvent was evaporated, and to the residue was added ethyl acetate. Precipitated crude crystal was filtered, which were recrystallized from ethanol-hexane to give 1-methyl-1-(4-(3-(4-methoxyphenyl)cinnamoylamino)-benzyl)piperidinium iodide (Compound 88) (0.33g) as pale brown crystals. Reactants: C(C)(C)(C)OC(C[C@H](C(=O)O)CCCC1CCCCC1)=O ((2R)-2-(2-tert-butoxy-2-oxoethyl)-5-cyclohexylpentanoic acid), Cl.CN(CCCN=C=NCC)C (1-(3-dimethylaminopropyl)-3-ethylcarbodiimide hydrochloride), CN1CCOCC1 (N-methylmorpholine), O.ON1N=NC2=C1C=CC=C2 (1-hydroxybenzotriazole hydrate), O\N=C(\CC1=CC=NC=C1)/N ((1Z)-N′-hydroxy-2-(4-pyridinyl)ethanimidamide), CN1CCOCC1 (N-methylmorpholine). Run in O (water), ClCCl (dichloromethane). Conditions: time 18 hour. The product is N\C(\CC1=CC=NC=C1)=N/OC(=O)[C@@H](CC(=O)OC(C)(C)C)CCCC1CCCCC1 (tert-butyl (3R)-3-[({[(Z)-1-amino-2-(4-pyridinyi)ethylidene]amino}oxy)carbonyl]-6-cyclohexylhexanoate). Isolated yield 116.6%. As a reaction SMILES: [C:1]([O:5][C:6](=[O:21])[CH2:7][C@@H:8]([CH2:12][CH2:13][CH2:14][CH:15]1[CH2:20][CH2:19][CH2:18][CH2:17][CH2:16]1)[C:9]([OH:11])=[O:10])([CH3:4])([CH3:3])[CH3:2].Cl.CN(C)CCCN=C=NCC.CN1CCOCC1.O.ON1C2C=CC=CC=2N=N1.O/[N:53]=[C:54](\[NH2:62])/[CH2:55][C:56]1[CH:61]=[CH:60][N:59]=[CH:58][CH:57]=1>ClCCl.O>[NH2:62]/[C:54](=[N:53]\[O:10][C:9]([C@H:8]([CH2:12][CH2:13][CH2:14][CH:15]1[CH2:16][CH2:17][CH2:18][CH2:19][CH2:20]1)[CH2:7][C:6]([O:5][C:1]([CH3:4])([CH3:2])[CH3:3])=[O:21])=[O:11])/[CH2:55][C:56]1[CH:61]=[CH:60][N:59]=[CH:58][CH:57]=1 |f:1.2,4.5|. Reported procedure: A solution of (2R)-2-(2-tert-butoxy-2-oxoethyl)-5-cyclohexylpentanoic acid (Preparation 1) (500 mg, 1.67 mmol) in dichloromethane (20 ml) was treated with 1-(3-dimethylaminopropyl)-3-ethylcarbodiimide hydrochloride (354 mg, 1.85 mmol), N-methylmorpholine (203 μl, 1.85 mmol) and 1-hydroxybenzotriazole hydrate (227 mg, 1.67 mmol). (1Z)-N′-hydroxy-2-(4-pyridinyl)ethanimidamide (WO 9600720) (374 mg, 1.67 mmol) followed by N-methylmorpholine (369 μl, 3.34 mmol) were added to the reaction mixture whic...